This data is from the Open Reaction Database (ORD), a public repository of structured organic reaction records. The task is: describe an organic reaction: reactants, conditions, products, and yield Procedure: The title compound was synthesized in analogy to the procedure described for the preparation of Example 146, using 5-bromo-6-(4-fluoro-phenyl)-pyrazine-2-carboxylic acid methyl ester, pyrrolidine and (R)-valine methyl ester as starting materials, LC at 215 nm; Rt 2.43: 100%, m/z (ES+): 401.2 (M+H). RXN SMILES: CO[C:3]([C:5]1[CH:10]=[N:9][C:8](Br)=[C:7]([C:12]2[CH:17]=[CH:16][C:15]([F:18])=[CH:14][CH:13]=2)[N:6]=1)=[O:4].[NH:19]1[CH2:23][CH2:22][CH2:21][CH2:20]1.[CH3:24][O:25][C:26](=[O:32])[C@@H:27]([CH:29]([CH3:31])[CH3:30])[NH2:28]>>[CH3:24][O:25][C:26](=[O:32])[C@H:27]([NH:28][C:3]([C:5]1[CH:10]=[N:9][C:8]([N:19]2[CH2:23][CH2:22][CH2:21][CH2:20]2)=[C:7]([C:12]2[CH:13]=[CH:14][C:15]([F:18])=[CH:16][CH:17]=2)[N:6]=1)=[O:4])[CH:29]([CH3:31])[CH3:30]. Starting materials: COC(=O)C1=NC(=C(N=C1)Br)C1=CC=C(C=C1)F (5-bromo-6-(4-fluoro-phenyl)-pyrazine-2-carboxylic acid methyl ester), N1CCCC1 (pyrrolidine), COC([C@H](N)C(C)C)=O ((R)-valine methyl ester). Yields the product COC([C@@H](C(C)C)NC(=O)C1=NC(=C(N=C1)N1CCCC1)C1=CC=C(C=C1)F)=O ((R)-2-{[6-(4-Fluoro-phenyl)-5-pyrrolidin-1-yl-pyrazine-2-carbonyl]-amino}-3-methyl-butyric Acid Methyl Ester). Reactants: COC(=O)CCCN, Cc1onc(-c2c(F)cccc2Cl)c1C(=O)Cl, Cl. Yields the product COC(=O)CCCNC(=O)c1c(-c2c(F)cccc2Cl)noc1C. RXN SMILES: [CH3:2][O:3][C:4]([CH2:5][CH2:6][CH2:7][NH2:8])=[O:9].[Cl:10][c:11]1[c:12](-[c:18]2[n:19][o:20][c:21]([CH3:26])[c:22]2[C:23](=[O:24])[Cl:25])[c:13]([F:17])[cH:14][cH:15][cH:16]1.[ClH:1]>>[CH3:2][O:3][C:4]([CH2:5][CH2:6][CH2:7][NH:8][C:23]([c:22]1[c:18](-[c:12]2[c:11]([Cl:10])[cH:16][cH:15][cH:14][c:13]2[F:17])[n:19][o:20][c:21]1[CH3:26])=[O:24])=[O:9]. The reactants are O=c1[nH]c(CCl)c(Cl)c(=O)[nH]1, Cl, [K+], O=[N+]([O-])c1nc[nH]n1, [OH-]. Yields the product O=c1[nH]c(Cn2cnc([N+](=O)[O-])n2)c(Cl)c(=O)[nH]1. Reaction SMILES: [Cl:9][c:10]1[c:11](=[O:19])[nH:12][c:13](=[O:18])[nH:14][c:15]1[CH2:16][Cl:17].[ClH:20].[K+:22].[N+:1](=[O:2])([O-:3])[c:4]1[n:5][nH:6][cH:7][n:8]1.[OH-:21]>>[N+:1](=[O:2])([O-:3])[c:4]1[n:5][n:6]([CH2:16][c:15]2[c:10]([Cl:9])[c:11](=[O:19])[nH:12][c:13](=[O:18])[nH:14]2)[cH:7][n:8]1. The reactants are Cc1ccc(O)c(Br)c1, O=C([O-])[O-], CS(C)=O, Clc1cc(Cl)ncn1, [K+], [K+]. Product: Cc1ccc(Oc2cc(Cl)ncn2)c(Br)c1. RXN SMILES: [Br:1][c:2]1[c:3]([OH:9])[cH:4][cH:5][c:6]([CH3:8])[cH:7]1.[C:10](=[O:11])([O-:12])[O-:13].[CH3:24][S:25](=[O:26])[CH3:27].[Cl:16][c:17]1[n:18][cH:19][n:20][c:21]([Cl:23])[cH:22]1.[K+:14].[K+:15]>>[Br:1][c:2]1[c:3]([O:9][c:21]2[n:20][cH:19][n:18][c:17]([Cl:16])[cH:22]2)[cH:4][cH:5][c:6]([CH3:8])[cH:7]1.